From a dataset of the Open Reaction Database (ORD), a public repository of structured organic reaction records. describe an organic reaction: reactants, conditions, products, and yield Starting materials: CCO, CCOC(=O)CCN1CCOc2c(cccc2-c2noc(-c3ccc(OC(C)C)c(Cl)c3)n2)C1, [Na+], [OH-]. The product is CC(C)Oc1ccc(-c2nc(-c3cccc4c3OCCN(CCC(=O)O)C4)no2)cc1Cl. RXN SMILES: [CH3:37][CH2:38][OH:39].[Cl:1][c:2]1[cH:3][c:4](-[c:12]2[n:13][c:14](-[c:17]3[cH:18][cH:19][cH:20][c:21]4[c:27]3[O:26][CH2:25][CH2:24][N:23]([CH2:28][CH2:29][C:30](=[O:31])[O:32][CH2:33][CH3:34])[CH2:22]4)[n:15][o:16]2)[cH:5][cH:6][c:7]1[O:8][CH:9]([CH3:10])[CH3:11].[Na+:36].[OH-:35]>>[Cl:1][c:2]1[cH:3][c:4](-[c:12]2[n:13][c:14](-[c:17]3[cH:18][cH:19][cH:20][c:21]4[c:27]3[O:26][CH2:25][CH2:24][N:23]([CH2:28][CH2:29][C:30](=[O:31])[OH:32])[CH2:22]4)[n:15][o:16]2)[cH:5][cH:6][c:7]1[O:8][CH:9]([CH3:10])[CH3:11]. Reactants: CCO, O=[N+]([O-])c1ccc(N2CCCN(CCO)CC2)cc1. Product: Nc1ccc(N2CCCN(CCO)CC2)cc1. As a reaction SMILES: [CH3:20][CH2:21][OH:22].[N+:1]([O-:2])(=[O:3])[c:4]1[cH:5][cH:6][c:7]([N:10]2[CH2:11][CH2:12][N:13]([CH2:17][CH2:18][OH:19])[CH2:14][CH2:15][CH2:16]2)[cH:8][cH:9]1>>[NH2:1][c:4]1[cH:5][cH:6][c:7]([N:10]2[CH2:11][CH2:12][N:13]([CH2:17][CH2:18][OH:19])[CH2:14][CH2:15][CH2:16]2)[cH:8][cH:9]1. Reactants: COC1=CC=C(C=C1)C1=C(N=C2N(C1=O)C=CS2)C (6-(4-Methoxyphenyl)-7-methyl-5H-[1,3]thiazolo[3,2-a]pyrimidin-5-one), C1(CC1)COC1=C(C=O)C=CC=C1OC (2-cyclopropylmethoxy-3-methoxybenzaldehyde), [O-]CC.[Na+] (sodium ethoxide). Run in C(C)O (ethanol). Yields the product C1(CC1)COC1=C(C=CC=C1OC)/C=C/C=1N=C2N(C(C1C1=CC=C(C=C1)OC)=O)C=CS2 (7-[(E)-2-(2-Cyclopropylmethoxy-3-methoxyphenyl)-1-ethenyl]-6-(4-methoxy-phenyl)-5H-[1,3]thiazolo[3,2-a]pyrimidin-5-one). Isolated yield 43.2%. RXN SMILES: [CH3:1][O:2][C:3]1[CH:8]=[CH:7][C:6]([C:9]2[C:14](=[O:15])[N:13]3[CH:16]=[CH:17][S:18][C:12]3=[N:11][C:10]=2[CH3:19])=[CH:5][CH:4]=1.[CH:20]1([CH2:23][O:24][C:25]2[C:32]([O:33][CH3:34])=[CH:31][CH:30]=[CH:29][C:26]=2[CH:27]=O)[CH2:22][CH2:21]1.[O-]CC.[Na+]>C(O)C>[CH:20]1([CH2:23][O:24][C:25]2[C:32]([O:33][CH3:34])=[CH:31][CH:30]=[CH:29][C:26]=2/[CH:27]=[CH:19]/[C:10]2[N:11]=[C:12]3[S:18][CH:17]=[CH:16][N:13]3[C:14](=[O:15])[C:9]=2[C:6]2[CH:5]=[CH:4][C:3]([O:2][CH3:1])=[CH:8][CH:7]=2)[CH2:21][CH2:22]1 |f:2.3|. Reported procedure: The title compound was prepared by condensation of Intermediate 9 (350 mg, 1.283 mmol) with 2-cyclopropylmethoxy-3-methoxybenzaldehyde (371 mg, 1.799 mmol) in presence of sodium ethoxide (174 mg, 2.570 mmol) in ethanol (10 ml) according to the procedure of Example 24 afforded 255 mg of the desired product as a pale yellow solid; 1H NMR (300 MHz, DMSO-d6) δ 0.25-0.27 (m, 2H), 0.49-0.51 (m, 2H), 1.03-1.05 (m, 1H), 3.67-3.70 (m, 2H), 3.77-3.81 (m, 3H), 6.89-6.91 (m, 2H), 6.98-7.02 (m, 4H), 7.23-7.2... The reactants are O=C([O-])[O-], CCOC(=O)c1cnc(Cl)c2c(CBr)csc12, CN(C)C=O, Cc1ccc(-c2cn(Cc3ccc(Cl)cc3)nn2)cc1O, [Cs+], [Cs+], C1CCOC1. Product: CCOC(=O)c1cnc(Cl)c2c(COc3cc(-c4cn(Cc5ccc(Cl)cc5)nn4)ccc3C)csc12. Reaction SMILES: [C:1](=[O:2])([O-:3])[O-:4].[CH2:28]([CH3:29])[O:30][C:31](=[O:32])[c:33]1[c:34]2[c:35]([c:36]([Cl:39])[n:37][cH:38]1)[c:40]([CH2:43][Br:44])[cH:41][s:42]2.[CH3:45][N:46]([CH3:47])[CH:48]=[O:49].[Cl:7][c:8]1[cH:9][cH:10][c:11]([CH2:12][n:13]2[n:14][n:15][c:16](-[c:18]3[cH:19][cH:20][c:21]([CH3:25])[c:22]([OH:24])[cH:23]3)[cH:17]2)[cH:26][cH:27]1.[Cs+:5].[Cs+:6].[O:50]1[CH2:51][CH2:52][CH2:53][CH2:54]1>>[Cl:7][c:8]1[cH:9][cH:10][c:11]([CH2:12][n:13]2[n:14][n:15][c:16](-[c:18]3[cH:19][cH:20][c:21]([CH3:25])[c:22]([O:24][CH2:43][c:40]4[c:35]5[c:34]([c:33]([C:31]([O:30][CH2:28][CH3:29])=[O:32])[cH:38][n:37][c:36]5[Cl:39])[s:42][cH:41]4)[cH:23]3)[cH:17]2)[cH:26][cH:27]1. The reactants are CN(C)C=O, N#C[K], O, CS(=O)(=O)c1nc(NCC(c2ccccc2)c2ccccc2)c2ncn(C3CCCCO3)c2n1. Product: N#Cc1nc(NCC(c2ccccc2)c2ccccc2)c2ncn(C3CCCCO3)c2n1. RXN SMILES: [CH3:39][N:40]([CH3:41])[CH:42]=[O:43].[K:35][C:36]#[N:37].[OH2:38].[c:1]1([CH:7]([CH2:8][NH:9][c:10]2[c:11]3[n:12][cH:13][n:14]([CH:23]4[O:24][CH2:25][CH2:26][CH2:27][CH2:28]4)[c:15]3[n:16][c:17]([S:19]([CH3:20])(=[O:21])=[O:22])[n:18]2)[c:29]2[cH:30][cH:31][cH:32][cH:33][cH:34]2)[cH:2][cH:3][cH:4][cH:5][cH:6]1>>[c:1]1([CH:7]([CH2:8][NH:9][c:10]2[c:11]3[n:12][cH:13][n:14]([CH:23]4[O:24][CH2:25][CH2:26][CH2:27][CH2:28]4)[c:15]3[n:16][c:17]([C:36]#[N:37])[n:18]2)[c:29]2[cH:30][cH:31][cH:32][cH:33][cH:34]2)[cH:2][cH:3][cH:4][cH:5][cH:6]1. The reactants are [C-]#[O+].[C-]#[O+].[C-]#[O+].[C-]#[O+].[C-]#[O+].[C-]#[O+].[Mo] (molybdenum hexacarbonyl), [C-]#[O+].[C-]#[O+].[C-]#[O+].[C-]#[O+].[C-]#[O+].[C-]#[O+].[W] (tungsten hexacarbonyl), [C-]#[O+].[C-]#[O+].[C-]#[O+].[C-]#[O+].[C-]#[O+].[C-]#[O+].[Cr] (chromium hexacarbonyl), carbonyl. Reagents/catalysts: [Pd] (palladium). The product is [C-]#[O+].[C-]#[O+].[C-]#[O+].[C-]#[O+].[C-]#[O+].[C-]#[O+].[Cr] (chromium carbonyl), [Mo] (molybdenum), [W] (tungsten). RXN SMILES: [C-:1]#[O+:2].[C-]#[O+].[C-]#[O+].[C-]#[O+].[C-]#[O+].[C-]#[O+].[Cr:13].[C-]#[O+].[C-]#[O+].[C-]#[O+].[C-]#[O+].[C-]#[O+].[C-]#[O+].[Mo:26].[C-]#[O+].[C-]#[O+].[C-]#[O+].[C-]#[O+].[C-]#[O+].[C-]#[O+].[W:39]>[Pd]>[C-:1]#[O+:2].[C-:1]#[O+:2].[C-:1]#[O+:2].[C-:1]#[O+:2].[C-:1]#[O+:2].[C-:1]#[O+:2].[Cr:13].[Mo:26].[W:39] |f:0.1.2.3.4.5.6,7.8.9.10.11.12.13,14.15.16.17.18.19.20,22.23.24.25.26.27.28|. Reported procedure: The promoters or rate enhancers added to the palladium catalyst are group VIB cabonyls. Such carbonyls are, for example, chromium hexacarbonyl, molybdenum hexacarbonyl and tungsten hexacarbonyl. The carbonyl promoter can be added to the reaction mixture or formed in situ. The chromium carbonyl gives greater catalyst enhancement than either molybdenum or tungsten. The amount of group VIB carbonyl added is from about 0.05 weight percent to 10 weight percent based on the weight of palladium used as... Yield: 79.4%. Reaction conditions: time 15 hour. Reported procedure: 85 mg of 3′-Chloro-6-(3,3-difluoro-cyclobutoxy)-4′-methoxy-biphenyl-3-carboxylic acid methyl ester and 14 mg of LiOH (monohydrate) were dissolved using 5 ml of methanol and 0.5 ml of water. The mixture was stirred for 15 h at room temperature. Then, 14 mg of LiOH (monohydrate) were added and the reaction mixture stirred for 24 h at room temperature. Then, 10 ml of water were added and the methanol evaporated. The mixture was then acidified to pH=2 using aqueous NaHSO4-solution. The mixture was s... The reactants are [Li+].[OH-] (LiOH), COC(=O)C=1C=C(C(=CC1)OC1CC(C1)(F)F)C1=CC(=C(C=C1)OC)Cl (3′-Chloro-6-(3,3-difluoro-cyclobutoxy)-4′-methoxy-biphenyl-3-carboxylic acid methyl ester), [Li+].[OH-] (LiOH), CO (methanol). Reaction SMILES: C[O:2][C:3]([C:5]1[CH:6]=[C:7]([C:18]2[CH:23]=[CH:22][C:21]([O:24][CH3:25])=[C:20]([Cl:26])[CH:19]=2)[C:8]([O:11][CH:12]2[CH2:15][C:14]([F:17])([F:16])[CH2:13]2)=[CH:9][CH:10]=1)=[O:4].[Li+].[OH-].CO>O>[Cl:26][C:20]1[CH:19]=[C:18]([C:7]2[C:8]([O:11][CH:12]3[CH2:13][C:14]([F:17])([F:16])[CH2:15]3)=[CH:9][CH:10]=[C:5]([C:3]([OH:4])=[O:2])[CH:6]=2)[CH:23]=[CH:22][C:21]=1[O:24][CH3:25] |f:1.2|. The product is ClC=1C=C(C=CC1OC)C1=CC(=CC=C1OC1CC(C1)(F)F)C(=O)O (3′-Chloro-6-(3,3-difluoro-cyclobutoxy)-4′-methoxy-biphenyl-3-carboxylic acid). The solvent is O (water), O (water).